From a dataset of the Open Reaction Database (ORD), a public repository of structured organic reaction records. describe an organic reaction: reactants, conditions, products, and yield Reactants: C(C)(C)O (Isopropanol), CC1(COC(OC1)(C1=CC=CC=C1)CSCC(=O)N1C(OC[C@@H]1C1=CC=CC=C1)=O)C ((4S)-3-({[(5,5-Dimethyl-2-phenyl-1,3-dioxan-2-yl)methyl]thio}acetyl)-4-phenyl-1,3-oxazolidin-2-one), C(C)N(C(C)C)C(C)C (Ethyl diisopropyl amine), FC1=CC=C(C=C1)N=CC1=CC=C(OCC(=O)OC(C)(C)C)C=C1 (tert-butyl (4-{[(4-fluorophenyl)imino]methyl}phenoxy)acetate). The reagents and catalysts are CC(C)[O-].CC(C)[O-].CC(C)[O-].CC(C)[O-].[Ti+4] (Tetraisopropyl orthotitanate), Cl[Ti](Cl)(Cl)Cl (TiCl4). Solvent: O (H2O), C(Cl)Cl (CH2Cl2), C(Cl)Cl (CH2Cl2), C(Cl)Cl (CH2Cl2), C(Cl)Cl (CH2Cl2). Reaction conditions: temperature -30 celsius, time 8 hour. Yields the product CC1(COC(OC1)(C1=CC=CC=C1)CS[C@H]([C@@H](NC1=CC=C(C=C1)F)C1=CC=C(OCC(=O)OC(C)(C)C)C=C1)C(N1C(OC[C@@H]1C1=CC=CC=C1)=O)=O)C (tert-Butyl (4-{(1S,2R)-2-{[(5,5-dimethyl-2-phenyl-1,3-dioxan-2-yl)methyl]thio}-1-[(4-fluorophenyl)amino]-3-oxo-3-[(4S)-2-oxo-4-phenyl-1,3-oxazolidin-3-yl]propyl}phenoxy)acetate). Yield: 56.3%. RXN SMILES: [CH3:1][C:2]1([CH3:31])[CH2:7][O:6][C:5]([CH2:14][S:15][CH2:16][C:17]([N:19]2[C@@H:23]([C:24]3[CH:29]=[CH:28][CH:27]=[CH:26][CH:25]=3)[CH2:22][O:21][C:20]2=[O:30])=[O:18])([C:8]2[CH:13]=[CH:12][CH:11]=[CH:10][CH:9]=2)[O:4][CH2:3]1.[F:32][C:33]1[CH:38]=[CH:37][C:36]([N:39]=[CH:40][C:41]2[CH:55]=[CH:54][C:44]([O:45][CH2:46][C:47]([O:49][C:50]([CH3:53])([CH3:52])[CH3:51])=[O:48])=[CH:43][CH:42]=2)=[CH:35][CH:34]=1.C(N(C(C)C)C(C)C)C.C(O)(C)C>C(Cl)Cl.CC([O-])C.CC([O-])C.CC([O-])C.CC([O-])C.[Ti+4].Cl[Ti](Cl)(Cl)Cl.O>[CH3:1][C:2]1([CH3:31])[CH2:3][O:4][C:5]([CH2:14][S:15][C@@H:16]([C:17](=[O:18])[N:19]2[C@@H:23]([C:24]3[CH:25]=[CH:26][CH:27]=[CH:28][CH:29]=3)[CH2:22][O:21][C:20]2=[O:30])[C@H:40]([C:41]2[CH:55]=[CH:54][C:44]([O:45][CH2:46][C:47]([O:49][C:50]([CH3:51])([CH3:52])[CH3:53])=[O:48])=[CH:43][CH:42]=2)[NH:39][C:36]2[CH:35]=[CH:34][C:33]([F:32])=[CH:38][CH:37]=2)([C:8]2[CH:13]=[CH:12][CH:11]=[CH:10][CH:9]=2)[O:6][CH2:7]1 |f:5.6.7.8.9|. Procedure details: Tetraisopropyl orthotitanate (0.51 ml, 1.8 mmol) was added to a solution of TiCl4 (1M in CH2Cl2, 5.1 ml, 5.1 mmol) in CH2Cl2 (50 ml) at 0° C. under inert atmosphere. The mixture was stirred for ten minutes. (4S)-3-({[(5,5-Dimethyl-2-phenyl-1,3-dioxan-2-yl)methyl]thio}acetyl)-4-phenyl-1,3-oxazolidin-2-one (3.0 g, 6.8 mmol) in dry CH2Cl2 (50 ml) was added dropwise over 20 minutes. After ten minutes, tert-butyl (4-{[(4-fluorophenyl)imino]methyl}phenoxy)acetate (4.5 g, 13.6 mmol) in dry CH2Cl2 (50 m...